Task: describe an organic reaction: reactants, conditions, products, and yield. Dataset: the Open Reaction Database (ORD), a public repository of structured organic reaction records Reactants: CCOC(=O)C1CCC(CC)=N1, CCO. The product is CCOC(=O)C1CCC(CC)N1. As a reaction SMILES: [CH2:1]([CH3:2])[C:3]1=[N:7][CH:6]([C:8](=[O:9])[O:10][CH2:11][CH3:12])[CH2:5][CH2:4]1.[CH3:13][CH2:14][OH:15]>>[CH2:1]([CH3:2])[CH:3]1[CH2:4][CH2:5][CH:6]([C:8](=[O:9])[O:10][CH2:11][CH3:12])[NH:7]1. Reactants: COc1c(Br)cc(C(=O)Cl)cc1Br, [H-], [Na+], O=C1COc2ccncc2N1, O. The product is COc1c(Br)cc(C(=O)N2C(=O)COc3ccncc32)cc1Br. As a reaction SMILES: [Br:14][c:15]1[cH:16][c:17]([C:18](=[O:19])[Cl:20])[cH:21][c:22]([Br:26])[c:23]1[O:24][CH3:25].[H-:12].[Na+:13].[O:1]1[c:2]2[c:3]([cH:8][n:9][cH:10][cH:11]2)[NH:4][C:5](=[O:7])[CH2:6]1.[OH2:27]>>[O:1]1[c:2]2[c:3]([cH:8][n:9][cH:10][cH:11]2)[N:4]([C:18]([c:17]2[cH:16][c:15]([Br:14])[c:23]([O:24][CH3:25])[c:22]([Br:26])[cH:21]2)=[O:19])[C:5](=[O:7])[CH2:6]1. Starting materials: C[Si](N1C=NC=C1)(C)C (N-trimethylsilylimidazole), BrC=1C=C(C=CC1)C(CC)(CC)O (3-(3-bromo-phenyl)-pentan-3-ol). Solvent: O1CCCC1 (tetrahydrofuran). Reaction conditions: time 8 hour. Yields the product BrC=1C=C(C=CC1)C(CC)(O[Si](C)(C)C)CC ([1-(3-bromo-phenyl)-1-ethyl-propoxy]-trimethyl-silane). Yield: 59.0%. As a reaction SMILES: [CH3:1][Si:2]([CH3:9])([CH3:8])N1C=CN=C1.[Br:10][C:11]1[CH:12]=[C:13]([C:17]([OH:22])([CH2:20][CH3:21])[CH2:18][CH3:19])[CH:14]=[CH:15][CH:16]=1>O1CCCC1>[Br:10][C:11]1[CH:12]=[C:13]([C:17]([CH2:18][CH3:19])([O:22][Si:2]([CH3:1])([CH3:8])[CH3:9])[CH2:20][CH3:21])[CH:14]=[CH:15][CH:16]=1. Procedure details: N-trimethylsilylimidazole (8.2 mL, 55.81 mol) was added to a solution of the crude 3-(3-bromo-phenyl)-pentan-3-ol in tetrahydrofuran (100 mL) in a nitrogen atmosphere at room temperature, and the mixture was stirred overnight. The reaction mixture was poured into distilled water, followed by extraction with dichloromethane. The extract was washed with brine, dried over anhydrous magnesium sulfate and filtered, and the solvent was distilled off under reduced pressure. The residue was subjected to... The reactants are COC1=CC(=C(C=C1)[C@H]1[C@@H]([C@H](C2=CC=C(C=C12)OCCC)C1=CC2=C(C=C1)OCO2)C(=O)OCC=C)OCOC (Allyl(1S,2R,3S)-3-(4-methoxy-2-methoxymethoxyphenyl)-1-(3,4-methylenedioxyphenyl)-5-(prop-1-yloxy)indane-2-carboxylate). Reagents/catalysts: Cl (HCl). The solvent is C(C=C)O (allyl alcohol). Reaction conditions: temperature 65 celsius, time 2 hour. Yields the product OC1=C(C=CC(=C1)OC)[C@H]1[C@@H]([C@H](C2=CC=C(C=C12)OCCC)C1=CC2=C(C=C1)OCO2)C(=O)OCC=C (Allyl(1S,2R,3S)-3-(2-hydroxy-4-methoxyphenyl)-1-(3,4-methylenedioxyphenyl)-5-(prop-1-yloxy)indane-2-carboxylate). The yield is 80.6%. RXN SMILES: [CH3:1][O:2][C:3]1[CH:8]=[CH:7][C:6]([C@@H:9]2[C:17]3[C:12](=[CH:13][CH:14]=[C:15]([O:18][CH2:19][CH2:20][CH3:21])[CH:16]=3)[C@H:11]([C:22]3[CH:27]=[CH:26][C:25]4[O:28][CH2:29][O:30][C:24]=4[CH:23]=3)[C@H:10]2[C:31]([O:33][CH2:34][CH:35]=[CH2:36])=[O:32])=[C:5]([O:37]COC)[CH:4]=1>C(O)C=C.Cl>[OH:37][C:5]1[CH:4]=[C:3]([O:2][CH3:1])[CH:8]=[CH:7][C:6]=1[C@@H:9]1[C:17]2[C:12](=[CH:13][CH:14]=[C:15]([O:18][CH2:19][CH2:20][CH3:21])[CH:16]=2)[C@H:11]([C:22]2[CH:27]=[CH:26][C:25]3[O:28][CH2:29][O:30][C:24]=3[CH:23]=2)[C@H:10]1[C:31]([O:33][CH2:34][CH:35]=[CH2:36])=[O:32]. Procedure: Allyl(1S,2R,3S)-3-(4-methoxy-2-methoxymethoxyphenyl)-1-(3,4-methylenedioxyphenyl)-5-(prop-1-yloxy)indane-2-carboxylate (1.7 g, 3.11 mmol) was dissolved in allyl alcohol (20 ml) and then 15 drops of conc. HCl was added. The resulting solution was stirred at 65° C. for 2 h. After removing the solvent the residue was partitioned between water and ethyl acetate. The organic layers were washed with water, 5% aqueous NaHCO3 and brine; then dried (MgSO4 anhyd.), filtered and evaporated to give an oil. ... Starting materials: CN=C=O, ClCCl, CNC(=O)N1N=C(c2ccc(N)cc2)c2cc3c(cc2CC1C)OCO3. The product is CNC(=O)Nc1ccc(C2=NN(C(=O)NC)C(C)Cc3cc4c(cc32)OCO4)cc1. RXN SMILES: [CH3:1][N:2]=[C:3]=[O:4].[Cl:31][CH2:32][Cl:33].[NH2:5][c:6]1[cH:7][cH:8][c:9]([C:12]2=[N:13][N:14]([C:27]([NH:28][CH3:29])=[O:30])[CH:15]([CH3:26])[CH2:16][c:17]3[c:18]2[cH:19][c:20]2[c:21]([cH:22]3)[O:23][CH2:24][O:25]2)[cH:10][cH:11]1>>[CH3:1][NH:2][C:3](=[O:4])[NH:5][c:6]1[cH:7][cH:8][c:9]([C:12]2=[N:13][N:14]([C:27]([NH:28][CH3:29])=[O:30])[CH:15]([CH3:26])[CH2:16][c:17]3[c:18]2[cH:19][c:20]2[c:21]([cH:22]3)[O:23][CH2:24][O:25]2)[cH:10][cH:11]1. The reactants are N#Cc1ccc(Br)cc1, CC1SC(NC(C)c2ccccc2F)=NC1=O, CC(NC1=NC(=O)C(C)(c2ccc(C#N)cc2)S1)c1ccccc1C(F)(F)F. The product is CC(NC1=NC(=O)C(C)(c2ccc(C#N)cc2)S1)c1ccccc1F. RXN SMILES: [Br:18][c:19]1[cH:20][cH:21][c:22]([C:23]#[N:24])[cH:25][cH:26]1.[CH3:1][CH:2]1[C:3](=[O:17])[N:4]=[C:5]([NH:7][CH:8]([CH3:9])[c:10]2[c:11]([F:16])[cH:12][cH:13][cH:14][cH:15]2)[S:6]1.[CH3:27][C:28]1([c:29]2[cH:30][cH:31][c:32]([C:33]#[N:34])[cH:35][cH:36]2)[S:37][C:38]([NH:39][CH:40]([c:41]2[cH:42][cH:43][cH:44][cH:45][c:46]2[C:47]([F:48])([F:49])[F:50])[CH3:51])=[N:52][C:53]1=[O:54]>>[CH3:1][C:2]1([c:19]2[cH:20][cH:21][c:22]([C:23]#[N:24])[cH:25][cH:26]2)[C:3](=[O:17])[N:4]=[C:5]([NH:7][CH:8]([CH3:9])[c:10]2[c:11]([F:16])[cH:12][cH:13][cH:14][cH:15]2)[S:6]1. The reactants are solution, C(CCCCCCCCCCCCCCCCCCCCC)(=O)[O-].[Na+] (sodium behenate), C(C=1C(O)=CC=CC1)(=O)[O-].[Ag+] (silver salicylate). Run in C(C)(C)O (isopropanol). Product: C(CCCCCCCCCCCCCCCCCCCCC)(=O)[O-].[Ag+] (silver behenate). As a reaction SMILES: [C:1]([O-:24])(=[O:23])[CH2:2][CH2:3][CH2:4][CH2:5][CH2:6][CH2:7][CH2:8][CH2:9][CH2:10][CH2:11][CH2:12][CH2:13][CH2:14][CH2:15][CH2:16][CH2:17][CH2:18][CH2:19][CH2:20][CH2:21][CH3:22].[Na+].C([O-])(=O)C1C(=CC=CC=1)O.[Ag+:36]>C(O)(C)C>[C:1]([O-:24])(=[O:23])[CH2:2][CH2:3][CH2:4][CH2:5][CH2:6][CH2:7][CH2:8][CH2:9][CH2:10][CH2:11][CH2:12][CH2:13][CH2:14][CH2:15][CH2:16][CH2:17][CH2:18][CH2:19][CH2:20][CH2:21][CH3:22].[Ag+:36] |f:0.1,2.3,5.6|. Procedure: 288 mL of a 8.9% solution of sodium behenate in an aqueous isoprapanol solution containing 16.7% by volume of isopropanol at a temperature of 78° C. were added to the silver salicylate dispersion, prepared as described in INVENTION EXAMPLE 1, forming a fine dispersion of silver behenate.